From a dataset of the Open Reaction Database (ORD), a public repository of structured organic reaction records. describe an organic reaction: reactants, conditions, products, and yield Reactants: CC(=O)C1CC1 (cyclopropyl methyl ketone), [O-]CC.[Na+] (sodium ethoxide). Solvent: C(C)(=O)OCC (ethyl acetate), C(C)O (ethanol). Conditions: time 3 hour. Yields the product C1(CC1)C(CC(C)=O)=O (1-cyclopropyl-1,3-butanedione). As a reaction SMILES: [CH3:1][C:2]([CH:4]1[CH2:6][CH2:5]1)=[O:3].[O-:7][CH2:8][CH3:9].[Na+]>C(OCC)(=O)C.C(O)C>[CH:4]1([C:2](=[O:3])[CH2:1][C:8](=[O:7])[CH3:9])[CH2:6][CH2:5]1 |f:1.2|. Procedure details: To a stirred solution of 8.4 g (0.1 mol) of cyclopropyl methyl ketone in 100 mL of ethyl acetate under nitrogen was added dropwise 39 mL (0.1 mol) of a 21 wt % solution of sodium ethoxide in absolute ethanol. The flask was fitted with a condenser and Dean-Stark trap and was heated. The ethanol was removed by azeotropic distillation. Additional ethyl acetate was added to the flask as needed. After three hours the temperature of the distillate had reached 75° C. and the reaction was allowed to coo... The reactants are BrCc1nc(-c2ccccc2)c(-c2ccccc2)o1, C1CCOC1, COC(=O)COc1cccc(NC(=O)OC)c1, CCOCC, [Cl-], [NH4+]. Product: COC(=O)COc1cccc(N(Cc2nc(-c3ccccc3)c(-c3ccccc3)o2)C(=O)OC)c1. Reaction SMILES: [Br:18][CH2:19][c:20]1[o:21][c:22](-[c:31]2[cH:32][cH:33][cH:34][cH:35][cH:36]2)[c:23](-[c:25]2[cH:26][cH:27][cH:28][cH:29][cH:30]2)[n:24]1.[CH2:37]1[O:38][CH2:39][CH2:40][CH2:41]1.[CH3:1][O:2][C:3](=[O:4])[NH:5][c:6]1[cH:7][c:8]([O:9][CH2:10][C:11](=[O:12])[O:13][CH3:14])[cH:15][cH:16][cH:17]1.[CH3:44][CH2:45][O:46][CH2:47][CH3:48].[Cl-:42].[NH4+:43]>>[CH3:1][O:2][C:3](=[O:4])[N:5]([c:6]1[cH:7][c:8]([O:9][CH2:10][C:11](=[O:12])[O:13][CH3:14])[cH:15][cH:16][cH:17]1)[CH2:19][c:20]1[o:21][c:22](-[c:31]2[cH:32][cH:33][cH:34][cH:35][cH:36]2)[c:23](-[c:25]2[cH:26][cH:27][cH:28][cH:29][cH:30]2)[n:24]1. Starting materials: [N+](=O)([O-])C=1C=C(C=CC1)NC1=C(C(=O)Cl)C=CC=C1 (2-(3-nitrophenylamino)-benzoyl chloride), CSC=1NC2=C(N1)C=CC=C2 (2-methylthiobenzimidazole). The product is [N+](=O)([O-])C=1C=C(C=CC1)N1C=2N(C(C3=CC=CC=C13)=O)C1=C(N2)C=CC=C1 (5-(3-nitrophenyl)-benzimidazo-[2,1-b]-quinazolin-12(5H)-one). Yield: 62.0%. RXN SMILES: [N+:1]([C:4]1[CH:5]=[C:6]([NH:10][C:11]2[CH:19]=[CH:18][CH:17]=[CH:16][C:12]=2[C:13](Cl)=[O:14])[CH:7]=[CH:8][CH:9]=1)([O-:3])=[O:2].CS[C:22]1[NH:23][C:24]2[CH:30]=[CH:29][CH:28]=[CH:27][C:25]=2[N:26]=1>>[N+:1]([C:4]1[CH:5]=[C:6]([N:10]2[C:11]3[C:12](=[CH:16][CH:17]=[CH:18][CH:19]=3)[C:13](=[O:14])[N:23]3[C:24]4[CH:30]=[CH:29][CH:28]=[CH:27][C:25]=4[N:26]=[C:22]23)[CH:7]=[CH:8][CH:9]=1)([O-:3])=[O:2]. Procedure details: the following compound was prepared from 2-(3-nitrophenylamino)-benzoyl chloride and 2-methylthiobenzimidazole: 5-(3-nitrophenyl)-benzimidazo-[2,1-b]-quinazolin-12(5H)-one ##STR14## Yield: 62% of theory, melting point 294° C.; N calculated 15.72%; N found 15.73%. Reactants: C(C=C)N(NC(NCC1=CC=CC=C1)=O)CC(=O)OCC (ethyl 2-(1-allyl-2-(benzylcarbamoyl)hydrazinyl)acetate), O.[OH-].[Li+] (lithium hydroxide monohydrate). Conditions: time 8 hour. Product: C(C1=CC=CC=C1)NC(=O)NN(C)CC(=O)O (2-(2-(benzylcarbamoyl)-1-methylhydrazinyl)acetic acid). Yield: 88.5%. Reaction SMILES: [CH2:1]([N:4]([CH2:16][C:17]([O:19]CC)=[O:18])[NH:5][C:6](=[O:15])[NH:7][CH2:8][C:9]1[CH:14]=[CH:13][CH:12]=[CH:11][CH:10]=1)C=C.O.[OH-].[Li+]>>[CH2:8]([NH:7][C:6]([NH:5][N:4]([CH2:16][C:17]([OH:19])=[O:18])[CH3:1])=[O:15])[C:9]1[CH:10]=[CH:11][CH:12]=[CH:13][CH:14]=1 |f:1.2.3|. Procedure: According to the procedure described in the synthesis method of Compound VI-2 with the modification that the reaction was carried out overnight, ethyl 2-(1-allyl-2-(benzylcarbamoyl)hydrazinyl)acetate (Compound V-2) 1.33 g (5.0 mmol) was reacted with lithium hydroxide monohydrate 420 mg (10.0 mmol) to obtain the title compound 1.05 g (88%). Reactants: N1(CCNCC1)CC1=CC=C(C=C1)[C@H]1COC=2C(=NC=CC2)O1 ((S)-3-(4-piperazin-1-ylmethyl-phenyl)-2,3-dihydro-[1,4]dioxino[2,3-b]pyridine), ClC(=O)COC(C)=O (acetic acid chlorocarbonylmethyl ester), LiOH monohydrate, ice water, CCN(C(C)C)C(C)C (DIPEA), C(C)(C)(C)OC (tert-butylmethyl ether). The solvent is C(Cl)Cl (DCM). Conditions: time 1 hour. Yields the product O1C[C@@H](OC2=NC=CC=C21)C2=CC=C(CN1CCN(CC1)C(CO)=O)C=C2 (1-{4-[(S)-4-(2,3-Dihydro-[1,4]dioxino[2,3-b]pyridin-3-yl)-benzyl]-piperazin-1-yl}-2-hydroxy-ethanone). RXN SMILES: [N:1]1([CH2:7][C:8]2[CH:13]=[CH:12][C:11]([C@@H:14]3[O:23][C:18]4=[N:19][CH:20]=[CH:21][CH:22]=[C:17]4[O:16][CH2:15]3)=[CH:10][CH:9]=2)[CH2:6][CH2:5][NH:4][CH2:3][CH2:2]1.Cl[C:25]([CH2:27][O:28]C(=O)C)=[O:26].CCN(C(C)C)C(C)C.C(OC)(C)(C)C>C(Cl)Cl>[O:16]1[C:17]2[C:18](=[N:19][CH:20]=[CH:21][CH:22]=2)[O:23][C@@H:14]([C:11]2[CH:12]=[CH:13][C:8]([CH2:7][N:1]3[CH2:6][CH2:5][N:4]([C:25](=[O:26])[CH2:27][OH:28])[CH2:3][CH2:2]3)=[CH:9][CH:10]=2)[CH2:15]1. Procedure: To a solution of Intermediate S (5.80 g, 17.7 mmol) in DCM (200 mL) at 0° C. is added acetic acid chlorocarbonylmethyl ester (2.16 mL, 19.5 mmol) followed by DIPEA (7.50 mL, 35.4 mmol) and the mixture stirred at rt for 1 h. The reaction was concentrated and the residue dissolved in 4:1 MeOH/water (100 mL) then treated with LiOH monohydrate (2.23 g, 53.1 mmol). After 72 h, the reaction is poured into ice water and the resulting solid isolated by filtration. The solid is suspended in refluxing ter... Starting materials: ClC1=CNC2=CC(=CC=C12)C(=O)NC(COCC1CCNCC1)CCCC (3-chloro-N-[1-butyl-2-(piperidin-4-ylmethoxy)ethyl]-1H-indole-6-carboxamide), CC(=O)C (acetone). The product is ClC1=CNC2=CC(=CC=C12)C(=O)NC(COCC1CCN(CC1)C(C)C)CCCC (3-Chloro-N-[1-butyl-2-(1-isopropylpiperidin-4-ylmethoxy)-ethyl]-1H-indole-6-carboxamide). As a reaction SMILES: [Cl:1][C:2]1[C:10]2[C:5](=[CH:6][C:7]([C:11]([NH:13][CH:14]([CH2:24][CH2:25][CH2:26][CH3:27])[CH2:15][O:16][CH2:17][CH:18]3[CH2:23][CH2:22][NH:21][CH2:20][CH2:19]3)=[O:12])=[CH:8][CH:9]=2)[NH:4][CH:3]=1.[CH3:28][C:29]([CH3:31])=O>>[Cl:1][C:2]1[C:10]2[C:5](=[CH:6][C:7]([C:11]([NH:13][CH:14]([CH2:24][CH2:25][CH2:26][CH3:27])[CH2:15][O:16][CH2:17][CH:18]3[CH2:19][CH2:20][N:21]([CH:29]([CH3:31])[CH3:28])[CH2:22][CH2:23]3)=[O:12])=[CH:8][CH:9]=2)[NH:4][CH:3]=1. Procedure: Using alkylation method A, 3-chloro-N-[1-butyl-2-(piperidin-4-ylmethoxy)ethyl]-1H-indole-6-carboxamide (0.18 mmol) and acetone (1 mL, 14 mmol) afforded, after SCX purification, 60 mg (70%) of the title compound. The reactants are C(OC)(OC1=CC=CC=C1)=O (methyl phenyl carbonate), ClC1=C(C=C(C=C1)C(F)(F)F)[N+](=O)[O-] (4-chloro-3-nitrobenzotrifluoride), CC1=CC=CC=C1CN2CCC(CC2)N3CCC(CC3)N4C5=CC=CC=C5NC4=O (TBPB), C([O-])([O-])=O (carbonate). Run at temperature 150 celsius. Yields the product C1(=CC=CC=C1)OC1=C(C=C(C=C1)C(F)(F)F)[N+](=O)[O-] (2-nitro-4-trifluoromethylphenyl phenyl ether). The yield is 99.0%. Reaction SMILES: C(=O)([O:4][C:5]1[CH:10]=[CH:9][CH:8]=[CH:7][CH:6]=1)OC.Cl[C:13]1[CH:18]=[CH:17][C:16]([C:19]([F:22])([F:21])[F:20])=[CH:15][C:14]=1[N+:23]([O-:25])=[O:24].CC1C(CN2CCC(N3CCC(N4C(=O)NC5C4=CC=CC=5)CC3)CC2)=CC=CC=1.C(=O)([O-])[O-]>>[C:5]1([O:4][C:13]2[CH:18]=[CH:17][C:16]([C:19]([F:22])([F:21])[F:20])=[CH:15][C:14]=2[N+:23]([O-:25])=[O:24])[CH:10]=[CH:9][CH:8]=[CH:7][CH:6]=1. Reported procedure: A mixture of 3.8 g of methyl phenyl carbonate, 5.64 g of 4-chloro-3-nitrobenzotrifluoride, and 0.17 g of TBPB was heated at 150° C. for 1 hour. All of the carbonate was converted with a 99 percent yield of 2-nitro-4-trifluoromethylphenyl phenyl ether. Distillation of the product yielded 6.65 g (94 percent) of the ether, b.p. 148°-9° C./2 mm.